Dataset: the Open Reaction Database (ORD), a public repository of structured organic reaction records. Task: describe an organic reaction: reactants, conditions, products, and yield Conditions: temperature 90 celsius, time 2 hour. Yields the product C(C1=CC=CC=C1)OC=1C=C(C=O)C=CC1OC(C)C (3-(Benzyloxy)-4-isopropoxybenzaldehyde). The reactants are C([O-])([O-])=O.[K+].[K+] (Potassium carbonate), C(C1=CC=CC=C1)Cl (benzyl chloride), OC=1C=C(C=O)C=CC1OC(C)C (3-hydroxy-4-isopropoxybenzaldehyde), Example 171, Cl (hydrochloric acid). As a reaction SMILES: C(=O)([O-])[O-].[K+].[K+].[CH2:7](Cl)[C:8]1[CH:13]=[CH:12][CH:11]=[CH:10][CH:9]=1.[OH:15][C:16]1[CH:17]=[C:18]([CH:21]=[CH:22][C:23]=1[O:24][CH:25]([CH3:27])[CH3:26])[CH:19]=[O:20].Cl>C(O)C.O.C(OCC)(=O)C>[CH2:7]([O:15][C:16]1[CH:17]=[C:18]([CH:21]=[CH:22][C:23]=1[O:24][CH:25]([CH3:27])[CH3:26])[CH:19]=[O:20])[C:8]1[CH:13]=[CH:12][CH:11]=[CH:10][CH:9]=1 |f:0.1.2|. The solvent is C(C)O (ethanol), O (water), C(C)(=O)OCC (ethyl acetate). Reported procedure: Potassium carbonate (1.83 g, 13.2 mmol) and benzyl chloride (1.55 mL, 13.5 mmol) were added to a suspension of 3-hydroxy-4-isopropoxybenzaldehyde described in Production Example 171 (1.84 g, 10.2 mmol) in ethanol (20 mL) under nitrogen atmosphere at room temperature, and the mixture was heated and stirred at 90° C. for 2 hours. The mixture was cooled to 0° C. and then 2 M hydrochloric acid, ethyl acetate, and water were added for partition. The organic layer was washed with a saturated saline so... The yield is 94.0%. The reactants are CC1=C(OC(C(=O)O)(C)C)C(=CC(=C1)CCC(=O)C1=CC=C(C=C1)SC)C (2-[2,6-dimethyl-4-[3-[4-(methylthio)phenyl]-3-oxo-propyl]phenoxy]-2-methylpropanoic acid), [BH4-].[Na+] (sodium borohydride). Product: CC1=C(OC(C(=O)O)(C)C)C(=CC(=C1)CCC(O)C1=CC=C(C=C1)SC)C (2-[2,6-dimethyl-4-[3-[4-(methylthio)phenyl]-3-hydroxypropyl]phenoxyl]-2-methylpropanoic acid). RXN SMILES: [CH3:1][C:2]1[CH:14]=[C:13]([CH2:15][CH2:16][C:17]([C:19]2[CH:24]=[CH:23][C:22]([S:25][CH3:26])=[CH:21][CH:20]=2)=[O:18])[CH:12]=[C:11]([CH3:27])[C:3]=1[O:4][C:5]([CH3:10])([CH3:9])[C:6]([OH:8])=[O:7].[BH4-].[Na+]>>[CH3:1][C:2]1[CH:14]=[C:13]([CH2:15][CH2:16][CH:17]([C:19]2[CH:24]=[CH:23][C:22]([S:25][CH3:26])=[CH:21][CH:20]=2)[OH:18])[CH:12]=[C:11]([CH3:27])[C:3]=1[O:4][C:5]([CH3:9])([CH3:10])[C:6]([OH:8])=[O:7] |f:1.2|. Procedure details: This compound was prepared following the general procedure D, using 2-[2,6-dimethyl-4-[3-[4-(methylthio)phenyl]-3-oxo-propyl]phenoxy]-2-methylpropanoic acid, and 3 equivalent amounts of sodium borohydride;